Dataset: the Open Reaction Database (ORD), a public repository of structured organic reaction records. Task: describe an organic reaction: reactants, conditions, products, and yield Reactants: C1(=CC=C(C=C1)S(=O)(=O)Cl)C (p-toluenesulfonyl chloride), Cl (HCl), ice, OC[C@@H]1N(C[C@H](C1)O)C(=O)OCC1=CC=CC=C1 ((2R,4S)-2-hydroxymethyl-4-hydroxy-N-(carbobenzyloxy)-pyrrolidine), C1(=CC=C(C=C1)S(=O)(=O)Cl)C (4-toluenesulfonyl chloride). Yield: 82.0%. Yields the product C(=O)(OCC1=CC=CC=C1)N1[C@@H](C[C@H](C1)OS(=O)(=O)C1=CC=C(C=C1)C)COS(=O)(=O)C1=CC=C(C=C1)C ((2S,4R)-1-(Carbobenzyloxy)-2-(4-toluenesulfonyloxymethyl)-4-(4-toluenesulfonyloxy)-pyrrolidine). The solvent is N1=CC=CC=C1 (pyridine). Reported procedure: To an ice-cold solution of 150 g (596.9 mmol) of (2R,4S)-2-hydroxymethyl-4-hydroxy-N-(carbobenzyloxy)-pyrrolidine in 0.5 l of pyridine was added 250 g (1.32 mol) of 4-toluenesulfonyl chloride in 3 portions to keep the temperature of the reaction below 15° C. for 1 hour and then warmed to room temperature. After 12 hours, an additional 125 g (656 mmol) of p-toluenesulfonyl chloride was added and the mixture was allowed to stir at room temperature for 16 additional hours. The mixture was then cool... Reaction SMILES: [OH:1][CH2:2][C@H:3]1[CH2:7][C@H:6]([OH:8])[CH2:5][N:4]1[C:9]([O:11][CH2:12][C:13]1[CH:18]=[CH:17][CH:16]=[CH:15][CH:14]=1)=[O:10].[C:19]1([CH3:29])[CH:24]=[CH:23][C:22]([S:25](Cl)(=[O:27])=[O:26])=[CH:21][CH:20]=1.Cl>N1C=CC=CC=1>[C:9]([N:4]1[CH2:5][C@H:6]([O:8][S:25]([C:22]2[CH:23]=[CH:24][C:19]([CH3:29])=[CH:20][CH:21]=2)(=[O:27])=[O:26])[CH2:7][C@H:3]1[CH2:2][O:1][S:25]([C:22]1[CH:23]=[CH:24][C:19]([CH3:29])=[CH:20][CH:21]=1)(=[O:27])=[O:26])([O:11][CH2:12][C:13]1[CH:18]=[CH:17][CH:16]=[CH:15][CH:14]=1)=[O:10]. Reaction conditions: time 12 hour. Reactants: N(N)C1=NC=CC(=C1)C1=C(C(=CC2=CC(=C(C=C12)OC)OC)CO)CO (1-(2-hydrazino-4-pyridyl)-2,3-bis(hydroxymethyl)-6,7-dimethoxynaphthalene), C1(C=2C(C(=O)O1)=CC=CC2)=O (phthalic anhydride), C(CO)O (ethylene glycol), C(Cl)Cl (methylene chloride). Run in O (water). Reaction conditions: temperature 130 celsius, time 2 hour. Product: OC1=NN(C(C2=CC=CC=C12)=O)C1=NC=CC(=C1)C1=C(C(=CC2=CC(=C(C=C12)OC)OC)CO)CO (1-[2-{4-(hydroxy)-1(2H)-phthalazinon-2-yl}-4-pyridyl]-2,3-bis(hydroxymethyl)-6,7-dimethoxynaphthalene). Isolated yield 61.5%. As a reaction SMILES: [NH:1]([C:3]1[CH:8]=[C:7]([C:9]2[C:18]3[C:13](=[CH:14][C:15]([O:21][CH3:22])=[C:16]([O:19][CH3:20])[CH:17]=3)[CH:12]=[C:11]([CH2:23][OH:24])[C:10]=2[CH2:25][OH:26])[CH:6]=[CH:5][N:4]=1)[NH2:2].[C:27]1(=O)[O:32][C:30](=[O:31])[C:29]2=[CH:33][CH:34]=[CH:35][CH:36]=[C:28]12.C(O)CO.C(Cl)Cl>O>[OH:32][C:27]1[C:28]2[C:29](=[CH:33][CH:34]=[CH:35][CH:36]=2)[C:30](=[O:31])[N:1]([C:3]2[CH:8]=[C:7]([C:9]3[C:18]4[C:13](=[CH:14][C:15]([O:21][CH3:22])=[C:16]([O:19][CH3:20])[CH:17]=4)[CH:12]=[C:11]([CH2:23][OH:24])[C:10]=3[CH2:25][OH:26])[CH:6]=[CH:5][N:4]=2)[N:2]=1. Procedure: A mixture of 1-(2-hydrazino-4-pyridyl)-2,3-bis(hydroxymethyl)-6,7-dimethoxynaphthalene (2.0 g), phthalic anhydride (0.92 g) and ethylene glycol (10 ml) is heated with stirring at 130° C. for two hours. The mixture is cooled to room temperature, and thereto are added methylene chloride and water. The methylene chloride layer is separated, washed, dried, concentrated under reduced pressure to remove the solvent, and the residue is crystallized from ethanol to give 1-[2-{4-(hydroxy)-1(2H)-phthalazi... The product is C(C)(C)N1N=CC=2C1=NC1=CC=CC=C1C2Cl (1-isopropyl-4-chloro-1H-pyrazolo[3,4-b]quinoline). Isolated yield 40.9%. Run at time 8 hour. Procedure details: A mixture of N-(1-isopropylpyrazol-5-yl)anthranilic acid (52 g, 0.212 mol) and POCl3 (436 ml, 4.68 mol) was refluxed for 3 hours, then was stirred at room temperature overnight. The excess POCl3 was removed by distillation and then the residue was poured into ice/water. The mixture was neutralized with 35% NaOH and then extracted with CH2Cl2. The CH2Cl2 layer was separated and washed with water, then brine and then was dried over MgSO4, filtered and evaporated. The residue was dissolved in CH2Cl... Reactants: C(C)(C)N1N=CC=C1NC=1C(C(=O)O)=CC=CC1 (N-(1-isopropylpyrazol-5-yl)anthranilic acid), O=P(Cl)(Cl)Cl (POCl3). As a reaction SMILES: [CH:1]([N:4]1[C:8]([NH:9][C:10]2[C:11](=[CH:15][CH:16]=[CH:17][CH:18]=2)[C:12](O)=O)=[CH:7][CH:6]=[N:5]1)([CH3:3])[CH3:2].O=P(Cl)(Cl)[Cl:21]>>[CH:1]([N:4]1[C:8]2=[N:9][C:10]3[C:11]([C:12]([Cl:21])=[C:7]2[CH:6]=[N:5]1)=[CH:15][CH:16]=[CH:17][CH:18]=3)([CH3:3])[CH3:2]. The reactants are COc1ccc(S(=O)(=O)Nc2ccccc2C=Cc2cc[n+]([O-])cc2)cc1, CC(=O)OC(C)=O. The product is COc1ccc(S(=O)(=O)N(C(C)=O)c2ccccc2C=Cc2cc[n+]([O-])cc2)cc1. RXN SMILES: [CH3:1][O:2][c:3]1[cH:4][cH:5][c:6]([S:9](=[O:10])(=[O:11])[NH:12][c:13]2[c:14]([CH:19]=[CH:20][c:21]3[cH:22][cH:23][n+:24]([O-:27])[cH:25][cH:26]3)[cH:15][cH:16][cH:17][cH:18]2)[cH:7][cH:8]1.[CH3:28][C:29](=[O:30])[O:31][C:32](=[O:33])[CH3:34]>>[CH3:1][O:2][c:3]1[cH:4][cH:5][c:6]([S:9](=[O:10])(=[O:11])[N:12]([c:13]2[c:14]([CH:19]=[CH:20][c:21]3[cH:22][cH:23][n+:24]([O-:27])[cH:25][cH:26]3)[cH:15][cH:16][cH:17][cH:18]2)[C:29]([CH3:28])=[O:30])[cH:7][cH:8]1. Reactants: COC(=O)C(C)c1ccc(CC2CCCCC2O)c(Cl)c1, CO, [Na+], [OH-]. Yields the product CC(C(=O)O)c1ccc(CC2CCCCC2O)c(Cl)c1. As a reaction SMILES: [CH3:1][O:2][C:3]([CH:4]([CH3:5])[c:6]1[cH:7][c:8]([Cl:20])[c:9]([CH2:12][CH:13]2[CH:14]([OH:19])[CH2:15][CH2:16][CH2:17][CH2:18]2)[cH:10][cH:11]1)=[O:21].[CH3:24][OH:25].[Na+:23].[OH-:22]>>[O:2]=[C:3]([CH:4]([CH3:5])[c:6]1[cH:7][c:8]([Cl:20])[c:9]([CH2:12][CH:13]2[CH:14]([OH:19])[CH2:15][CH2:16][CH2:17][CH2:18]2)[cH:10][cH:11]1)[OH:21].